Dataset: the Open Reaction Database (ORD), a public repository of structured organic reaction records. Task: describe an organic reaction: reactants, conditions, products, and yield The reactants are ice, [OH-].C(C1=CC=CC=C1)[N+](CC)(CC)CC (benzyl triethylammonium hydroxide), C=O (paraformaldehyde), C(CCC)C(C1=C(C=C(C=C1)Cl)Cl)C#N (α-n-butyl-2,4-dichlorobenzylcyanide). The solvent is N1=CC=CC=C1 (pyridine). Conditions: time 16 hour. Product: C(#N)C(CO)(CCCC)C1=C(C=C(C=C1)Cl)Cl (2-cyano-2-(2,4-dichlorophenyl)hexan-1-ol). Reaction SMILES: [CH2:1]([CH:5]([C:14]#[N:15])[C:6]1[CH:11]=[CH:10][C:9]([Cl:12])=[CH:8][C:7]=1[Cl:13])[CH2:2][CH2:3][CH3:4].[CH2:16]=[O:17].[OH-].C([N+](CC)(CC)CC)C1C=CC=CC=1>N1C=CC=CC=1>[C:14]([C:5]([C:6]1[CH:11]=[CH:10][C:9]([Cl:12])=[CH:8][C:7]=1[Cl:13])([CH2:1][CH2:2][CH2:3][CH3:4])[CH2:16][OH:17])#[N:15] |f:2.3|. Reported procedure: To an ice cold stirred solution of α-n-butyl-2,4-dichlorobenzylcyanide (5g., 0.02 mole) in 20 ml. of pyridine containing a suspension of paraformaldehyde (2.4g., 0.08 mole) is added 1 ml. of benzyl triethylammonium hydroxide. The mixture is stirred under nitrogen at room temperature for 16 hours. The reaction mixture is poured into 300 ml. of water and extracted with ether. The combined ether extracts are washed with water, saturated sodium chloride solution and dried over magnesium sulfate. The...